Dataset: the Open Reaction Database (ORD), a public repository of structured organic reaction records. Task: describe an organic reaction: reactants, conditions, products, and yield Starting materials: IC1=CC=CC=C1 (iodo-benzene), N1N=NC=C1 (1H-[1,2,3]triazole). The solvent is ClCCl (dichloro-methane). Yields the product dichloromethane hexanes, C1(=CC=CC=C1)N1N=CC=N1 (2-phenyl-2H-[1,2,3]triazole), C1(=CC=CC=C1)N1N=NC=C1 (1-phenyl-1H-[1,2,3]triazole). Isolated yield 48.0%. As a reaction SMILES: [NH:1]1[CH:5]=[CH:4][N:3]=[N:2]1.I[C:7]1[CH:12]=[CH:11][CH:10]=[CH:9][CH:8]=1>ClCCl>[C:7]1([N:2]2[N:3]=[CH:4][CH:5]=[N:1]2)[CH:12]=[CH:11][CH:10]=[CH:9][CH:8]=1.[C:7]1([N:1]2[CH:5]=[CH:4][N:3]=[N:2]2)[CH:12]=[CH:11][CH:10]=[CH:9][CH:8]=1. Reported procedure: Following General Procedure A (90° C., 30 hours), 1H-[1,2,3]triazole (87 μL, 1.5 mmol) is coupled with iodo-benzene (112 μL, 1.0 mmol). The crude brown oil was purified by flash chromatography on silica gel (eluent: dichloromethane/hexanes=50/50 then pure dichloro-methane) to provide 60 mg of 2-phenyl-2H-[1,2,3]triazole (41% yield) as an uncolored oil and 70 mg of 1-phenyl-1H-[1,2,3]triazole (48% isolated yield) as a light yellow solid. Starting materials: BrC1=CC=C(C=C1)S(=O)(=O)Cl (4-bromo-benzenesulfonyl chloride), C(C1CCCO1)N (tetrahydrofurfurylamine), CCN(C(C)C)C(C)C (Hünig's base). The solvent is ClCCl (dichloromethane), ClCCl (dichloromethane). Reaction conditions: time 1.5 hour. Yields the product BrC1=CC=C(C=C1)S(=O)(=O)NCC1OCCC1 (4-Bromo-N-(tetrahydro-furan-2-ylmethyl)-benzenesulfonamide). RXN SMILES: [CH2:1]([NH2:7])[CH:2]1[O:6][CH2:5][CH2:4][CH2:3]1.[Br:8][C:9]1[CH:14]=[CH:13][C:12]([S:15](Cl)(=[O:17])=[O:16])=[CH:11][CH:10]=1.CCN(C(C)C)C(C)C>ClCCl>[Br:8][C:9]1[CH:14]=[CH:13][C:12]([S:15]([NH:7][CH2:1][CH:2]2[CH2:3][CH2:4][CH2:5][O:6]2)(=[O:17])=[O:16])=[CH:11][CH:10]=1. Procedure: 1.70 ml of commercially available tetrahydrofurfurylamine are dissolved in 45 ml of dry dichloromethane. A solution of 3.83 g of 4-bromo-benzenesulfonyl chloride in 20 ml of dichloromethane are slowly added at room temperature. Subsequently, 5.14 ml of Hünig's base are added and stirring is continued for 1.5 hours. For extraction, the reaction mixture is diluted with 150 ml of dichloromethane and 50 ml of water. The organic layer is dried using Na2SO4, filtered with suction, and concentrated in ... The reactants are CS(C)=O, [Na+], [OH-], O, OO, COc1ccc(-c2ccn(CCc3nnn[nH]3)c2-c2ccc(C#N)cc2C)cc1. The product is COc1ccc(-c2ccn(CCc3nnn[nH]3)c2-c2ccc(C(N)=O)cc2C)cc1. As a reaction SMILES: [CH3:34][S:35]([CH3:36])=[O:37].[Na+:31].[OH-:30].[OH2:38].[OH:32][OH:33].[nH:1]1[n:2][n:3][n:4][c:5]1[CH2:6][CH2:7][n:8]1[c:9](-[c:21]2[c:22]([CH3:29])[cH:23][c:24]([C:25]#[N:26])[cH:27][cH:28]2)[c:10](-[c:13]2[cH:14][cH:15][c:16]([O:19][CH3:20])[cH:17][cH:18]2)[cH:11][cH:12]1>>[n:1]1[n:2][n:3][nH:4][c:5]1[CH2:6][CH2:7][n:8]1[c:9](-[c:21]2[c:22]([CH3:29])[cH:23][c:24]([C:25]([NH2:26])=[O:30])[cH:27][cH:28]2)[c:10](-[c:13]2[cH:14][cH:15][c:16]([O:19][CH3:20])[cH:17][cH:18]2)[cH:11][cH:12]1. Run at time 2.5 hour. Starting materials: ice, NC=1C=C(C=CC1)C1NC2=CC=C(C=C2CC1(C)C)C(=O)[O-] (2-(3-aminophenyl)-3,3-dimethyl-1,2,3,4-tetrahydroquinoline-6-carboxylate), C1(CC1)C(=O)O (cyclopropanecarboxylic acid), C(C)(C)N(C(C)C)CC (N,N-diisopropyl ethylamine), P(=O)(Cl)(Cl)Cl (phosphorus oxychloride). Solvent: ClCCl (dichloromethane). RXN SMILES: [NH2:1][C:2]1[CH:3]=[C:4]([CH:8]2[C:17]([CH3:19])([CH3:18])[CH2:16][C:15]3[C:10](=[CH:11][CH:12]=[C:13]([C:20]([O-:22])=[O:21])[CH:14]=3)[NH:9]2)[CH:5]=[CH:6][CH:7]=1.[CH:23]1([C:26]([OH:28])=O)[CH2:25][CH2:24]1.[CH:29](N(CC)C(C)C)(C)C.P(Cl)(Cl)(Cl)=O>ClCCl>[CH:23]1([C:26]([NH:1][C:2]2[CH:3]=[C:4]([CH:8]3[C:17]([CH3:18])([CH3:19])[CH2:16][C:15]4[C:10](=[CH:11][CH:12]=[C:13]([C:20]([O:22][CH3:29])=[O:21])[CH:14]=4)[NH:9]3)[CH:5]=[CH:6][CH:7]=2)=[O:28])[CH2:25][CH2:24]1. Yield: 60.0%. Yields the product petroleum ether ethyl acetate, C1(CC1)C(=O)NC=1C=C(C=CC1)C1NC2=CC=C(C=C2CC1(C)C)C(=O)OC (methyl 2-(3-(cyclopropanecarboxamido)phenyl)-3,3-dimethyl-1,2,3,4-tetrahydroquinoline-6-carboxylate). Procedure: To an ice-cold mixture of 2-(3-aminophenyl)-3,3-dimethyl-1,2,3,4-tetrahydroquinoline-6-carboxylate (150 mg, 0.48 mmol), cyclopropanecarboxylic acid (86.1 mg, 0.73 mmol), N,N-diisopropyl ethylamine (0.16 mL, 0.96 mmol) in dichloromethane (10 mL) was added a solution of phosphorus oxychloride (0.08 mL, 0.82 mmol). Then the reaction mixture was stirred at room temperature for 2.5 h. LC-MS indicated that the starting material was consumed completely. Solvent was removed in vacuo and the residue was ...